This data is from the Open Reaction Database (ORD), a public repository of structured organic reaction records. The task is: describe an organic reaction: reactants, conditions, products, and yield RXN SMILES: [NH:1]([C:8]1[CH:21]=[CH:20][C:11]([O:12][CH2:13][CH2:14][CH2:15][CH2:16][CH2:17][CH2:18][OH:19])=[CH:10][CH:9]=1)[C:2]1[CH:7]=[CH:6][CH:5]=[CH:4][CH:3]=1.[C:22](OC)(=[O:27])[C:23]([CH3:26])([CH3:25])[CH3:24].CC([O-])C.CC([O-])C.CC([O-])C.[Al+3].[Na]>>[C:22]([O:19][CH2:18][CH2:17][CH2:16][CH2:15][CH2:14][CH2:13][O:12][C:11]1[CH:20]=[CH:21][C:8]([NH:1][C:2]2[CH:3]=[CH:4][CH:5]=[CH:6][CH:7]=2)=[CH:9][CH:10]=1)(=[O:27])[C:23]([CH3:26])([CH3:25])[CH3:24] |f:2.3.4.5,^1:42|. Run at temperature 88 celsius, time 3 hour. Reactants: N(C1=CC=CC=C1)C1=CC=C(OCCCCCCO)C=C1 (6-(p-anilinophenoxy)hexanol), C(C(C)(C)C)(=O)OC (methyl pivalate), CC(C)[O-].CC(C)[O-].CC(C)[O-].[Al+3] (aluminum isopropylate), [Na] (sodium). Yields the product ester, C(C(C)(C)C)(=O)OCCCCCCOC1=CC=C(C=C1)NC1=CC=CC=C1 (6-(p-anilinophenoxy)hexyl pivalate). Reported procedure: A mixture of 6-(p-anilinophenoxy)hexanol (28.5 g.) and methyl pivalate (34.5 g.) to which 0.3 g. of aluminum isopropylate and a small chip of sodium metal had been added was heated at 88° C. while stirring for about 3 hours. Gas chromatography indicated that transesterification was not complete. Methyl pivalate was distilled from the reaction allowing the temperature to rise to 160° C. and was then added slowly back to the mixture at such a rate that the temperature could be maintained at 175°-1... Reactants: C1CCOC1, OC1CCC1, Clc1ncnc2[nH]cc(I)c12, Clc1ncnc2c1c(I)cn2CC1CC1, CC(C)OC(=O)N=NC(=O)OC(C)C. The product is Clc1ncnc2c1c(I)cn2C1CCC1. RXN SMILES: [CH2:46]1[O:47][CH2:48][CH2:49][CH2:50]1.[CH:12]1([OH:13])[CH2:14][CH2:15][CH2:16]1.[Cl:1][c:2]1[c:3]2[c:4]([I:5])[cH:6][nH:7][c:8]2[n:9][cH:10][n:11]1.[Cl:31][c:32]1[c:33]2[c:34]([n:35][cH:36][n:37]1)[n:38]([CH2:42][CH:43]1[CH2:44][CH2:45]1)[cH:39][c:40]2[I:41].[O:17]=[C:18]([O:19][CH:20]([CH3:21])[CH3:22])[N:23]=[N:24][C:25]([O:26][CH:27]([CH3:28])[CH3:29])=[O:30]>>[Cl:31][c:32]1[c:33]2[c:34]([n:35][cH:36][n:37]1)[n:38]([CH:42]1[CH2:43][CH2:45][CH2:44]1)[cH:39][c:40]2[I:41]. Reactants: BrCc1ccccc1, CC(=O)Nc1ccc(O)cc1[N+](=O)[O-], O=C([O-])[O-], CC(C)=O, [K+], [K+]. Yields the product CC(=O)Nc1ccc(OCc2ccccc2)cc1[N+](=O)[O-]. As a reaction SMILES: [Br:15][CH2:16][c:17]1[cH:18][cH:19][cH:20][cH:21][cH:22]1.[C:1]([CH3:2])(=[O:3])[NH:4][c:5]1[c:6]([N+:12](=[O:13])[O-:14])[cH:7][c:8]([OH:11])[cH:9][cH:10]1.[C:23](=[O:24])([O-:25])[O-:26].[CH3:29][C:30](=[O:31])[CH3:32].[K+:27].[K+:28]>>[C:1]([CH3:2])(=[O:3])[NH:4][c:5]1[c:6]([N+:12](=[O:13])[O-:14])[cH:7][c:8]([O:11][CH2:16][c:17]2[cH:18][cH:19][cH:20][cH:21][cH:22]2)[cH:9][cH:10]1. The reactants are CS(=O)(=O)O (methanesulfonic acid), O=P12OP3(=O)OP(=O)(O1)OP(=O)(O2)O3 (P2O5), C([O-])([O-])=O.[Na+].[Na+] (sodium carbonate), intermediate M, ice, 4-Amino-5-(4-nitro-phenyl)-pyrrolo[2,1-f][1,2,4]triazine-6-carboxylic acid (2,2-dimethoxy-ethyl)-amideby, Cl.FC(CN)(F)F (2,2,2-trifluoro-ethylamine hydrochloride salt), COC(CNC(=O)C=1C(=C2C(=NC=NN2C1)N)C1=CC=C(C=C1)[N+](=O)[O-])OC (4-amino-5-(4-nitro-phenyl)-pyrrolo[2,1-f][1,2,4]triazine-6-carboxylic acid (2,2-dimethoxy-ethyl)-amide). Conditions: temperature 100 celsius, time 18 hour. Product: [N+](=O)([O-])C1=CC=C(C=C1)C=1C(=CN2N=CN=C(C21)N)C=2OC=CN2 (5-(4-Nitro-phenyl)-6-oxazol-2-yl-pyrrolo[2,1-f][1,2,4]triazin-4-ylamine). RXN SMILES: Cl.FC(F)(F)CN.CS(O)(=O)=O.O=P12OP3(OP(OP(O3)(O1)=O)(=O)O2)=O.CO[CH:29]([O:53]C)[CH2:30][NH:31][C:32]([C:34]1[C:35]([C:44]2[CH:49]=[CH:48][C:47]([N+:50]([O-:52])=[O:51])=[CH:46][CH:45]=2)=[C:36]2[N:41]([CH:42]=1)[N:40]=[CH:39][N:38]=[C:37]2[NH2:43])=O.C(=O)([O-])[O-].[Na+].[Na+]>>[N+:50]([C:47]1[CH:48]=[CH:49][C:44]([C:35]2[C:34]([C:32]3[O:53][CH:29]=[CH:30][N:31]=3)=[CH:42][N:41]3[C:36]=2[C:37]([NH2:43])=[N:38][CH:39]=[N:40]3)=[CH:45][CH:46]=1)([O-:52])=[O:51] |f:0.1,5.6.7|. Procedure details: The procedure used for the preparation of the first step of intermediate M was used to prepare 4-Amino-5-(4-nitro-phenyl)-pyrrolo[2,1-f][1,2,4]triazine-6-carboxylic acid (2,2-dimethoxy-ethyl)-amideby substituting 2,2-Dimethoxy-ethylamine for 2,2,2-trifluoro-ethylamine hydrochloride salt. To a solution of methanesulfonic acid (1.5 ml) was added P2O5 (225.0 mg, 1.58 mmol) followed by the addition of 4-amino-5-(4-nitro-phenyl)-pyrrolo[2,1-f][1,2,4]triazine-6-carboxylic acid (2,2-dimethoxy-ethyl)-am... Starting materials: Cl (hydrochloric acid), solution, C1(=CC=CC=C1)P(C1=CC=CC=C1)C1=CC=CC=C1 (triphenylphosphine), CN(C)C=O (DMF), FC=1C=C(C=CC1F)S(=O)(=O)Cl (3,4-difluorobenzenesulphonyl chloride). Run in C(Cl)Cl (DCM). Reaction conditions: time 2 hour. The product is FC=1C=C(C=CC1F)S (3,4-Difluorobenzenethiol). RXN SMILES: C1(P(C2C=CC=CC=2)C2C=CC=CC=2)C=CC=CC=1.CN(C=O)C.[F:25][C:26]1[CH:27]=[C:28]([S:33](Cl)(=O)=O)[CH:29]=[CH:30][C:31]=1[F:32].Cl>C(Cl)Cl>[F:25][C:26]1[CH:27]=[C:28]([SH:33])[CH:29]=[CH:30][C:31]=1[F:32]. Reported procedure: A solution of triphenylphosphine (37.0 g) and DMF (2 ml) in DCM (100 ml) was maintained at 20° C. with an ice bath during addition of 3,4-difluorobenzenesulphonyl chloride (10 g). The mixture was stirred at room temperature for 2 hours then aqueous hydrochloric acid (50 ml of a 1M solution) was added. The mixture was stirred for a further 1 hour. The organic layer was separated, dried and the solvent removed by evaporation to give the title compound as an oil which was used without purification. The reactants are Cc1nc(-c2ccc(C(F)(F)F)cc2)ccc1COc1ccc2ccn(CC(=O)OC(C)(C)C)c2c1, C1CCOC1, CO, Cl, [Li+], [OH-]. Product: Cc1nc(-c2ccc(C(F)(F)F)cc2)ccc1COc1ccc2ccn(CC(=O)O)c2c1. As a reaction SMILES: [C:1]([CH3:2])([CH3:3])([CH3:4])[O:5][C:6]([CH2:7][n:8]1[cH:9][cH:10][c:11]2[cH:12][cH:13][c:14]([O:17][CH2:18][c:19]3[c:20]([CH3:35])[n:21][c:22](-[c:25]4[cH:26][cH:27][c:28]([C:31]([F:32])([F:33])[F:34])[cH:29][cH:30]4)[cH:23][cH:24]3)[cH:15][c:16]12)=[O:36].[CH2:40]1[O:41][CH2:42][CH2:43][CH2:44]1.[CH3:45][OH:46].[ClH:39].[Li+:38].[OH-:37]>>[O:5]=[C:6]([CH2:7][n:8]1[cH:9][cH:10][c:11]2[cH:12][cH:13][c:14]([O:17][CH2:18][c:19]3[c:20]([CH3:35])[n:21][c:22](-[c:25]4[cH:26][cH:27][c:28]([C:31]([F:32])([F:33])[F:34])[cH:29][cH:30]4)[cH:23][cH:24]3)[cH:15][c:16]12)[OH:36]. The reactants are ClC1=C(C=CC2=CC(=CC=C12)C(C(C)C)(C=1N=CN(C1)C(C1=CC=CC=C1)(C1=CC=CC=C1)C1=CC=CC=C1)O)C(=O)OC (methyl 1-chloro-6-(1-hydroxy-2-methyl-1-(1-trityl-1H-imidazol-4-yl)propyl)-2-naphthoate), ClC1=C(C=CC2=CC(=CC=C12)C(C(C)C)(C=1N=CN(C1)C(C1=CC=CC=C1)(C1=CC=CC=C1)C1=CC=CC=C1)O)C(=O)O (1-chloro-6-(1-hydroxy-2-methyl-1-(1-trityl-1H-imidazol-4-yl)propyl)-2-naphthoic acid), [NH4+].ON1N=NC2=C1C=CC=C2 (1-hydroxybenzotriazole ammonium salt). Product: ClC1=C(C=CC2=CC(=CC=C12)C(C(C)C)(C=1N=CNC1)O)C(=O)N (1-Chloro-6-[1-hydroxy-1-(1H-imidazol-4-yl)-2-methylpropyl)-2-naphthamide). As a reaction SMILES: ClC1C2C(=CC(C(O)(C3[N:17]=CN(C(C4C=CC=CC=4)(C4C=CC=CC=4)C4C=CC=CC=4)C=3)C(C)C)=CC=2)C=CC=1C(OC)=O.[Cl:45][C:46]1[C:55]2[C:50](=[CH:51][C:52]([C:56]([OH:84])([C:60]3[N:61]=[CH:62][N:63](C(C4C=CC=CC=4)(C4C=CC=CC=4)C4C=CC=CC=4)[CH:64]=3)[CH:57]([CH3:59])[CH3:58])=[CH:53][CH:54]=2)[CH:49]=[CH:48][C:47]=1[C:85](O)=[O:86].[NH4+].ON1C2C=CC=CC=2N=N1>>[Cl:45][C:46]1[C:55]2[C:50](=[CH:51][C:52]([C:56]([OH:84])([C:60]3[N:61]=[CH:62][NH:63][CH:64]=3)[CH:57]([CH3:59])[CH3:58])=[CH:53][CH:54]=2)[CH:49]=[CH:48][C:47]=1[C:85]([NH2:17])=[O:86] |f:2.3|. Procedure: In a manner to that described in Example 9-(i), methyl 1-chloro-6-(1-hydroxy-2-methyl-1-(1-trityl-1H-imidazol-4-yl)propyl)-2-naphthoate (2.83 g) was converted to 1-chloro-6-(1-hydroxy-2-methyl-1-(1-trityl-1H-imidazol-4-yl)propyl)-2-naphthoic acid, which was reacted with 1-hydroxybenzotriazole ammonium salt (533 mg) in a similar manner as described in Example 24-(i) to give the titled compound (904 mg) as a colorless powder. Reactants: C(C)OCC (diethyl ether), FC=1C(=NC(=NC1)O)N=CN(C)C (N′-(5-fluoro-2-hydroxypyrimidin-4-yl)-N,N-dimethylformamidine), C([O-])([O-])=O.[Cs+].[Cs+] (cesium carbonate), C(C(C)(C)C)(=O)OCCl (chloromethyl pivalate). The solvent is CN(C)C=O (DMF). The product is CN(C)C=NC1=NC(=NC=C1F)OCOC(C(C)(C)C)=O (2,2-dimethylpropionic Acid 4-(dimethylamino-methyleneamino)-5-fluoro-pyrimidin-2-yloxymethyl Ester). Yield: 9.3%. Reaction SMILES: [F:1][C:2]1[C:3]([N:9]=[CH:10][N:11]([CH3:13])[CH3:12])=[N:4][C:5]([OH:8])=[N:6][CH:7]=1.C(=O)([O-])[O-].[Cs+].[Cs+].[C:20]([O:26][CH2:27]Cl)(=[O:25])[C:21]([CH3:24])([CH3:23])[CH3:22].C(OCC)C>CN(C=O)C>[CH3:12][N:11]([CH:10]=[N:9][C:3]1[C:2]([F:1])=[CH:7][N:6]=[C:5]([O:8][CH2:27][O:26][C:20](=[O:25])[C:21]([CH3:24])([CH3:23])[CH3:22])[N:4]=1)[CH3:13] |f:1.2.3|. Procedure details: N′-(5-fluoro-2-hydroxypyrimidin-4-yl)-N,N-dimethylformamidine (100 mg, 0.54 mmol), cesium carbonate (196 mg, 0.60 mmol), and chloromethyl pivalate (90 mg, 0.6 mmol) were shaken together in DMF (3 mL) at ambient temperature for 16 hours. The reaction mixture was partitioned between ethyl acetate and water, dried over magnesium sulfate, filtered and evaporated to yield a colorless oil which was treated with diethyl ether (3-4 mL) to produce a solid. The solid was removed and the ether solution was... Starting materials: C[C@@H]1CN(C[C@@H](N1)C)C=1C=CC(=C(N)C1)OC (5-(cis-3,5-Dimethyl-1-piperazinyl)-2-(methyloxy)aniline), S1C(=CC=C1)C1=CC=C(C=C1)S(=O)(=O)Cl (4-(2-thienyl)benzenesulfonyl chloride). Run in N1=CC=CC=C1 (pyridine). Reaction conditions: time 24 hour. Product: C[C@@H]1CN(C[C@@H](N1)C)C=1C=CC(=C(C1)NS(=O)(=O)C1=CC=C(C=C1)C=1SC=CC1)OC (N-[5-(cis-3,5-Dimethyl-1-piperazinyl)-2-(methyloxy)phenyl]-4-(2-thienyl)benzenesulfonamide). RXN SMILES: [CH3:1][C@H:2]1[NH:7][C@@H:6]([CH3:8])[CH2:5][N:4]([C:9]2[CH:10]=[CH:11][C:12]([O:16][CH3:17])=[C:13]([CH:15]=2)[NH2:14])[CH2:3]1.[S:18]1[CH:22]=[CH:21][CH:20]=[C:19]1[C:23]1[CH:28]=[CH:27][C:26]([S:29](Cl)(=[O:31])=[O:30])=[CH:25][CH:24]=1>N1C=CC=CC=1>[CH3:8][C@H:6]1[NH:7][C@@H:2]([CH3:1])[CH2:3][N:4]([C:9]2[CH:10]=[CH:11][C:12]([O:16][CH3:17])=[C:13]([NH:14][S:29]([C:26]3[CH:25]=[CH:24][C:23]([C:19]4[S:18][CH:22]=[CH:21][CH:20]=4)=[CH:28][CH:27]=3)(=[O:30])=[O:31])[CH:15]=2)[CH2:5]1. Reported procedure: A solution of 5-(cis-3,5-dimethyl-1-piperazinyl)-2-(methyloxy)aniline (D4) (200 mg, 0.85 mmol) in pyridine (5 ml) was treated 4-(2-thienyl)benzenesulfonyl chloride (WO 9827069) (258 mg, 1.0 mmol). The solution was stirred at room temperature for 24 hours and concentrated in vacuo. The residue was co-evaporated with methanol and toluene (×3). The residue was dissolved in dichloromethane and washed with saturated sodium bicarbonate solution. The organic phase was washed with water, brine, dried ov... Starting materials: N#N (N2), CCN(C(C)C)C(C)C (DIPEA), ClCC=1C=C(SC1)C1(OCCO1)C (2-(4-chloromethyl-thiophen-2-yl)-2-methyl-[1,3]dioxolane), [N+](=O)([O-])C1=NNN=C1 (4-nitro-2H-[1,2,3]triazole). Solvent: O (Water), CC(OCC)=O (EA), CN(C)C=O (DMF), CN(C)C=O (DMF). Run at temperature 50 celsius, time 16 hour. The product is CC1(OCCO1)C1=CC(=CS1)CN1N=CC(=N1)[N+](=O)[O-] (2-[5-(2-Methyl-[1,3]dioxolan-2-yl)-thiophen-3-ylmethyl]-4-nitro-2H-[1,2,3]triazole). RXN SMILES: N#N.Cl[CH2:4][C:5]1[CH:6]=[C:7]([C:10]2([CH3:15])[O:14][CH2:13][CH2:12][O:11]2)[S:8][CH:9]=1.[N+:16]([C:19]1[CH:23]=[N:22][NH:21][N:20]=1)([O-:18])=[O:17].CCN(C(C)C)C(C)C>CN(C=O)C.CC(=O)OCC.O>[CH3:15][C:10]1([C:7]2[S:8][CH:9]=[C:5]([CH2:4][N:21]3[N:20]=[C:19]([N+:16]([O-:18])=[O:17])[CH:23]=[N:22]3)[CH:6]=2)[O:14][CH2:13][CH2:12][O:11]1. Procedure details: In a flame dried round-bottomed flask equipped with a magnetic stir bar and under inert atmosphere (N2), a solution of 2-(4-chloromethyl-thiophen-2-yl)-2-methyl-[1,3]dioxolane (230 mg, 1.05 mmol) in DMF (1.5 mL) was added to a solution of 4-nitro-2H-[1,2,3]triazole (100 mg, 0.88 mmol) in DMF (1.5 mL) pre-treated for 30 min with DIPEA (0.30 mL, 1.75 mmol) and the reaction mixture was stirred for 16 h at 50° C. Water (10 mL), followed by EA (10 mL) were added. The aq. layer was extracted with EA (...